This data is from the Open Reaction Database (ORD), a public repository of structured organic reaction records. The task is: describe an organic reaction: reactants, conditions, products, and yield Reactants: Brc1ccc(Br)cc1, C1CCOC1, [Cl-], [Mg], [NH4+], O=C1CCC2(CC1)OCCO2. The product is OC1(c2ccc(Br)cc2)CCC2(CC1)OCCO2. RXN SMILES: [Br:2][c:3]1[cH:4][cH:5][c:6]([Br:7])[cH:8][cH:9]1.[CH2:23]1[O:24][CH2:25][CH2:26][CH2:27]1.[Cl-:21].[Mg:1].[NH4+:22].[O:10]1[CH2:11][CH2:12][O:13][C:14]12[CH2:15][CH2:16][C:17](=[O:20])[CH2:18][CH2:19]2>>[c:3]1([C:17]2([OH:20])[CH2:16][CH2:15][C:14]3([O:10][CH2:11][CH2:12][O:13]3)[CH2:19][CH2:18]2)[cH:4][cH:5][c:6]([Br:7])[cH:8][cH:9]1. Reactants: O1CCC(=CC1)C=1C(=NC=CC1)OC1=CC=C(C=C1)NC1=NC=CC=C1C (N-(4-(3-(3,6-dihydro-2H-pyran-4-yl)pyridin-2-yloxy)phenyl)-3-methylpyridin-2-amine). Reagents/catalysts: [OH-].[OH-].[Pd+2] (palladium hydroxide on carbon). Solvent: CCOC(=O)C (EtOAc). The product is CC=1C(=NC=CC1)NC1=CC=C(C=C1)OC1=NC=CC=C1C1CCOCC1 (3-methyl-N-(4-(3-(tetrahydro-2H-pyran-4-yl)pyridin-2-yloxy)phenyl)pyridin-2-amine). RXN SMILES: [O:1]1[CH2:6][CH:5]=[C:4]([C:7]2[C:8]([O:13][C:14]3[CH:19]=[CH:18][C:17]([NH:20][C:21]4[C:26]([CH3:27])=[CH:25][CH:24]=[CH:23][N:22]=4)=[CH:16][CH:15]=3)=[N:9][CH:10]=[CH:11][CH:12]=2)[CH2:3][CH2:2]1>CCOC(C)=O.[OH-].[OH-].[Pd+2]>[CH3:27][C:26]1[C:21]([NH:20][C:17]2[CH:18]=[CH:19][C:14]([O:13][C:8]3[C:7]([CH:4]4[CH2:5][CH2:6][O:1][CH2:2][CH2:3]4)=[CH:12][CH:11]=[CH:10][N:9]=3)=[CH:15][CH:16]=2)=[N:22][CH:23]=[CH:24][CH:25]=1 |f:2.3.4|. Reported procedure: To a pressure vessel was added N-(4-(3-(3,6-dihydro-2H-pyran-4-yl)pyridin-2-yloxy)phenyl)-3-methylpyridin-2-amine (0.2400 g, 0.668 mmol) and palladium hydroxide on carbon (0.047 g, 0.067 mmol) in EtOAc (2.226 mL). The rbf was flushed with nitrogen and then placed under vacuum three times. Reaction was placed under 40 psi. Reaction mixture was filtered through celite. The crude product was adsorbed onto a plug of silica gel and chromatographed to provide 3-methyl-N-(4-(3-(tetrahydro-2H-pyran-4-yl... Reactants: bis(isobutyronitrile), Resin, CC(C)(C#N)N=NC(C)(C)C#N (AIVN), CCCCCCCCC(C)C (Isopar G), C(C(=C)C)(=O)OC (methyl methacrylate), C(C=C)(=O)OC (methyl acrylate), C(C(=C)C)(=O)OCCN(C)C (2-(N,N-dimethylamino)ethyl methacrylate), N(=NC(C#N)C(C)C)C(C#N)C(C)C (2,2′-azobis(isovaleronitrile)). Reaction conditions: temperature 70 celsius. Product: CC(=O)/C=C/C=C=C/C=C/C(=O)O (LA-1). RXN SMILES: [CH3:1][CH2:2][CH2:3][CH2:4][CH2:5][CH2:6][CH2:7]CC(C)C.[C:12]([O:17]C)(=[O:16])[C:13]([CH3:15])=C.C(OC)(=[O:22])C=C.C(OCCN(C)C)(=O)C(C)=C.N(C(C(C)C)C#N)=NC(C(C)C)C#N.CC(N=NC(C#N)(C)C)(C#N)C>>[CH3:1][C:2](/[CH:3]=[CH:4]/[CH:5]=[C:6]=[CH:7]/[CH:15]=[CH:13]/[C:12]([OH:17])=[O:16])=[O:22]. Reported procedure: A mixed solution of 10 g of Resin for Dispersion Stabilization (P-1) shown below and 280 g of Isopar G was heated to temperature of 70° C. with stirring under a nitrogen gas stream. To the solution was dropwise added a mixture of 30 g of methyl methacrylate, 61 g of methyl acrylate, 9 g of 2-(N,N-dimethylamino)ethyl methacrylate and 1.5 g of 2,2′-azobis(isovaleronitrile) (abbreviated as AIVN) over a period of one hour, followed by stirring for 2 hours. Then, 1.0 g of AIVN was added to the reacti... Starting materials: COC(=O)C=Cc1cnc(Nc2nc(C)cs2)c(Oc2ccccc2)c1, Cc1ccc(S(=O)(=O)NN)cc1, Cc1ccccc1. Yields the product COC(=O)CCc1cnc(Nc2nc(C)cs2)c(Oc2ccccc2)c1. As a reaction SMILES: [CH3:1][c:2]1[n:3][c:4]([NH:7][c:8]2[c:9]([O:20][c:21]3[cH:22][cH:23][cH:24][cH:25][cH:26]3)[cH:10][c:11]([CH:14]=[CH:15][C:16](=[O:17])[O:18][CH3:19])[cH:12][n:13]2)[s:5][cH:6]1.[CH3:27][c:28]1[cH:29][cH:30][c:31]([S:32]([NH:33][NH2:34])(=[O:35])=[O:36])[cH:37][cH:38]1.[CH3:39][c:40]1[cH:41][cH:42][cH:43][cH:44][cH:45]1>>[CH3:1][c:2]1[n:3][c:4]([NH:7][c:8]2[c:9]([O:20][c:21]3[cH:22][cH:23][cH:24][cH:25][cH:26]3)[cH:10][c:11]([CH2:14][CH2:15][C:16](=[O:17])[O:18][CH3:19])[cH:12][n:13]2)[s:5][cH:6]1. RXN SMILES: [CH3:37][OH:38].[Na+:36].[OH-:35].[c:1]1([CH2:7][c:8]2[cH:9][cH:10][c:11]([O:12][CH2:13][CH2:14][N:15]3[CH2:16][CH2:17][N:18]([CH2:22][c:23]4[cH:24][cH:25][c:26]([C:27](=[O:28])[O:29][CH3:30])[cH:31][cH:32]4)[CH2:19][CH2:20][CH2:21]3)[cH:33][cH:34]2)[cH:2][cH:3][cH:4][cH:5][cH:6]1>>[c:1]1([CH2:7][c:8]2[cH:9][cH:10][c:11]([O:12][CH2:13][CH2:14][N:15]3[CH2:16][CH2:17][N:18]([CH2:22][c:23]4[cH:24][cH:25][c:26]([C:27](=[O:28])[OH:29])[cH:31][cH:32]4)[CH2:19][CH2:20][CH2:21]3)[cH:33][cH:34]2)[cH:2][cH:3][cH:4][cH:5][cH:6]1. Yields the product O=C(O)c1ccc(CN2CCCN(CCOc3ccc(Cc4ccccc4)cc3)CC2)cc1. The reactants are CO, [Na+], [OH-], COC(=O)c1ccc(CN2CCCN(CCOc3ccc(Cc4ccccc4)cc3)CC2)cc1. Starting materials: CC(=O)O, CO, O=Cc1cccc(Cl)c1, Nc1n[nH]c2ncnc(Nc3cccc(Cl)c3)c12. Product: Clc1cccc(CNc2n[nH]c3ncnc(Nc4cccc(Cl)c4)c23)c1. As a reaction SMILES: [CH3:19][C:20](=[O:21])[OH:22].[CH3:32][OH:33].[Cl:23][c:24]1[cH:25][c:26]([CH:27]=[O:28])[cH:29][cH:30][cH:31]1.[NH2:1][c:2]1[n:3][nH:4][c:5]2[n:6][cH:7][n:8][c:9]([NH:11][c:12]3[cH:13][c:14]([Cl:18])[cH:15][cH:16][cH:17]3)[c:10]12>>[NH:1]([c:2]1[n:3][nH:4][c:5]2[n:6][cH:7][n:8][c:9]([NH:11][c:12]3[cH:13][c:14]([Cl:18])[cH:15][cH:16][cH:17]3)[c:10]12)[CH2:27][c:26]1[cH:25][c:24]([Cl:23])[cH:31][cH:30][cH:29]1. Run in C1=CC=CC=C1 (benzene). The reactants are C(C)C(CC)C1CC(CC(C1)=O)=O (5-(1-ethylpropyl)1,3-cyclohexanedione), ClC1=CC=C(C=C1)S(=O)(=O)N=C=O (p-chlorobenzenesulfonylisocyanate). Reported procedure: Reaction of equimolar amounts of 5-(1-ethylpropyl)1,3-cyclohexanedione with p-chlorobenzenesulfonylisocyanate in benzene according to the procedure of Example 1 affords 5-(1-ETHYLPROPYL)-2-(N-p-CHLOROBENZENESULFONYLCARBAMOYL)-1,3-CYCLOHEXANEDIONE, m.p. 121°-122° C. (corr.). RXN SMILES: [CH2:1]([CH:3]([CH:6]1[CH2:11][C:10](=[O:12])[CH2:9][C:8](=[O:13])[CH2:7]1)[CH2:4][CH3:5])[CH3:2].[Cl:14][C:15]1[CH:20]=[CH:19][C:18]([S:21]([N:24]=[C:25]=[O:26])(=[O:23])=[O:22])=[CH:17][CH:16]=1>C1C=CC=CC=1>[CH2:1]([CH:3]([CH:6]1[CH2:7][C:8](=[O:13])[CH:9]([C:25](=[O:26])[NH:24][S:21]([C:18]2[CH:17]=[CH:16][C:15]([Cl:14])=[CH:20][CH:19]=2)(=[O:23])=[O:22])[C:10](=[O:12])[CH2:11]1)[CH2:4][CH3:5])[CH3:2]. Yields the product C(C)C(CC)C1CC(C(C(C1)=O)C(NS(=O)(=O)C1=CC=C(C=C1)Cl)=O)=O (5-(1-ETHYLPROPYL)-2-(N-p-CHLOROBENZENESULFONYLCARBAMOYL)-1,3-CYCLOHEXANEDIONE).